Task: describe an organic reaction: reactants, conditions, products, and yield. Dataset: the Open Reaction Database (ORD), a public repository of structured organic reaction records Reactants: CCOC(CBr)OCC, O=C([O-])[O-], [Cs+], [Cs+], OCCc1ccc(O)c(F)c1F, CN(C)C=O, O. Product: CCOC(COc1ccc(CCO)c(F)c1F)OCC. RXN SMILES: [Br:19][CH2:20][CH:21]([O:22][CH2:23][CH3:24])[O:25][CH2:26][CH3:27].[C:1](=[O:2])([O-:3])[O-:4].[Cs+:5].[Cs+:6].[F:7][c:8]1[c:9]([OH:18])[cH:10][cH:11][c:12]([CH2:15][CH2:16][OH:17])[c:13]1[F:14].[O:29]=[CH:30][N:31]([CH3:32])[CH3:33].[OH2:28]>>[F:7][c:8]1[c:9]([O:18][CH2:20][CH:21]([O:22][CH2:23][CH3:24])[O:25][CH2:26][CH3:27])[cH:10][cH:11][c:12]([CH2:15][CH2:16][OH:17])[c:13]1[F:14]. The reactants are CN(CCN(C=1C=C(C=CC1OC)N1C(=NN=C1S)C1=C(C=C(C(=C1)C(C)C)O)O)C)C (4-(4-(3-((2-(dimethylamino)ethyl)(methyl)amino)-4-methoxyphenyl)-5-mercapto-4H-1,2,4-triazol-3-yl)-6-isopropylbenzene-1,3-diol). Reagents/catalysts: [Pd] (Pd—C). Run in CO.CCOC(=O)C (MeOH EtOAc). Product: CN(C1=CC(=CC=C1)N)CCC (N-methyl-N-propyl-benzene-1,3-diamine). The yield is 116.9%. As a reaction SMILES: CN(C)CC[N:5](C)[C:6]1[CH:7]=[C:8]([N:14]2[C:18](S)=NN=[C:15]2[C:20]2C=C(C(C)C)C(O)=C[C:21]=2O)[CH:9]=[CH:10][C:11]=1OC>CO.CCOC(C)=O.[Pd]>[CH3:18][N:14]([CH2:15][CH2:20][CH3:21])[C:8]1[CH:9]=[CH:10][CH:11]=[C:6]([NH2:5])[CH:7]=1 |f:1.2|. Procedure details: A solution of 9.0 g (40.1 mmol mmol) of (2-Methoxy-5-nitro-phenyl)-methyl-propyl-amine (4) in 200 mL of MeOH/EtOAc (1:1) containing 5% w/w of Pd—C (10%) was subjected to hydrogenation (1 atm, balloon) overnight. The contents of the flask were passed through a short pad of celite and washed with EtOAc. The filtrate was evaporated under reduced pressure to give 7.7 g (92%) of crude amine 4-Methoxy-N3-methyl-N3-propyl-benzene-1,3-diamine (5) of an oil.